Dataset: the Open Reaction Database (ORD), a public repository of structured organic reaction records. Task: describe an organic reaction: reactants, conditions, products, and yield Starting materials: CC/C=C\CCC(C/C=C\CCCCCCCCCC(=O)O)O (auricolic acid), CC/C=C\CC[C@H](C/C=C\CCCCCCCC(=O)O)O (densipolic acid). Product: C(CCCCCCC\C=C/C[C@H](O)CCCCCC)(=O)O (ricinoleic acid), CCCCCC[C@H](C/C=C\CCCCCCCCCC(=O)O)O (lesquerolic acid), saturated acids. As a reaction SMILES: [CH3:1][CH2:2]/[CH:3]=[CH:4]\[CH2:5][CH2:6][C@@H:7]([OH:21])[CH2:8]/[CH:9]=[CH:10]\[CH2:11][CH2:12][CH2:13][CH2:14][CH2:15][CH2:16][CH2:17][C:18]([OH:20])=[O:19].[CH3:22][CH2:23]/[CH:24]=[CH:25]\[CH2:26][CH2:27][CH:28]([OH:44])[CH2:29]/[CH:30]=[CH:31]\[CH2:32][CH2:33][CH2:34][CH2:35][CH2:36][CH2:37][CH2:38][CH2:39][CH2:40][C:41]([OH:43])=[O:42]>>[C:18]([OH:20])(=[O:19])[CH2:17][CH2:16][CH2:15][CH2:14][CH2:13][CH2:12][CH2:11]/[CH:10]=[CH:9]\[CH2:8][C@@H:7]([CH2:6][CH2:5][CH2:4][CH2:3][CH2:2][CH3:1])[OH:21].[CH3:22][CH2:23][CH2:24][CH2:25][CH2:26][CH2:27][C@@H:28]([OH:44])[CH2:29]/[CH:30]=[CH:31]\[CH2:32][CH2:33][CH2:34][CH2:35][CH2:36][CH2:37][CH2:38][CH2:39][CH2:40][C:41]([OH:43])=[O:42]. Procedure: The process is particularly advantageous for feedstocks comprising densipolic acid and auricolic acid, as or not as a mixture with ricinoleic acid and lesquerolic acid, as, after hydrogenation, saturated acids having the same C18 or C20 chain length are obtained. Starting materials: BrC=1C=CC2=C(CCCCC2=O)C1 (2-Bromo-6,7,8,9-tetrahydro-5H-benzo[7]annulen-5-one), BrBr (bromine). Solvent: CCOCC (Et2O). Run at temperature 0 celsius. Yields the product BrC=1C=CC2=C(CCCC(C2=O)Br)C1 (2,6-dibromo-6,7,8,9-tetrahydro-5H-benzo[7]annulen-5-one). The yield is 37.3%. As a reaction SMILES: [Br:1][C:2]1[CH:3]=[CH:4][C:5]2[C:11](=[O:12])[CH2:10][CH2:9][CH2:8][CH2:7][C:6]=2[CH:13]=1.[Br:14]Br>CCOCC>[Br:1][C:2]1[CH:3]=[CH:4][C:5]2[C:11](=[O:12])[CH:10]([Br:14])[CH2:9][CH2:8][CH2:7][C:6]=2[CH:13]=1. Reported procedure: Example 3, 2-Bromo-6,7,8,9-tetrahydro-5H-benzo[7]annulen-5-one (1.5 g, 5.9 mmol) was dissolved Et2O (25 mL), cooled to 0° C. and bromine (0.35 mL, 6.6 mmol) was added dropwise. The solution was stirred at 24° C. until TLC indicated reaction complete (2-18 h; scale dependent). The solvent was removed by rotory evaporation and the crude product applied to a 25 (M) Biotage® silica gel column. Gradient elution from 50-100% B (A=Hexanes; B=10% EtOAc/hex) over 500 mL and gave 2,6-dibromo-6,7,8,9-tetra...